From a dataset of the Open Reaction Database (ORD), a public repository of structured organic reaction records. describe an organic reaction: reactants, conditions, products, and yield Yields the product Cc1oc(-c2ccccc2)nc1COc1ccc(CON=C(CCC(=O)N(C)C)c2ccccc2)cc1. Reaction SMILES: [CH3:12][c:13]1[c:14]([CH2:24][O:25][c:26]2[cH:27][cH:28][c:29]([CH2:30][O:31][N:32]=[C:33]([CH2:34][CH2:35][C:36]([OH:37])=[O:38])[c:39]3[cH:40][cH:41][cH:42][cH:43][cH:44]3)[cH:45][cH:46]2)[n:15][c:16](-[c:18]2[cH:19][cH:20][cH:21][cH:22][cH:23]2)[o:17]1.[CH3:7][N:8]([CH:9]=[O:10])[CH3:11].[Cl:1][C:2]([C:3]([Cl:4])=[O:5])=[O:6].[O:47]1[CH2:48][CH2:49][CH2:50][CH2:51]1>>[CH3:7][N:8]([C:9](=[O:10])[CH2:35][CH2:34][C:33](=[N:32][O:31][CH2:30][c:29]1[cH:28][cH:27][c:26]([O:25][CH2:24][c:14]2[c:13]([CH3:12])[o:17][c:16](-[c:18]3[cH:19][cH:20][cH:21][cH:22][cH:23]3)[n:15]2)[cH:46][cH:45]1)[c:39]1[cH:40][cH:41][cH:42][cH:43][cH:44]1)[CH3:11]. Starting materials: Cc1oc(-c2ccccc2)nc1COc1ccc(CON=C(CCC(=O)O)c2ccccc2)cc1, CN(C)C=O, O=C(Cl)C(=O)Cl, C1CCOC1. Conditions: time 5 minute. As a reaction SMILES: [NH2:1][C:2]1[CH:8]=[C:7]([Cl:9])[C:6]([S:10](=[O:13])(=[O:12])[NH2:11])=[CH:5][C:3]=1[NH2:4].[Cl:14][CH:15]([Cl:19])[C:16](O)=O>Cl.O>[Cl:9][C:7]1[C:6]([S:10](=[O:12])(=[O:13])[NH2:11])=[CH:5][C:3]2[NH:4][C:16]([CH:15]([Cl:19])[Cl:14])=[N:1][C:2]=2[CH:8]=1. Run in O (water), Cl (hydrochloric acid). The product is ClC1=CC2=C(NC(=N2)C(Cl)Cl)C=C1S(N)(=O)=O (5-Chloro-2-Dichloromethyl-6-Sulfamyl-1H-Benzimidazole). The yield is 26.9%. Starting materials: NC1=C(N)C=C(C(=C1)Cl)S(N)(=O)=O (2-amino-4-chloro-5-sulfamyl aniline), ClC(C(=O)O)Cl (dichloroacetic acid). Procedure details: To 11.8 g of 2-amino-4-chloro-5-sulfamyl aniline in 50 ml of 4 N hydrochloric acid was added 20.5 g of dichloroacetic acid and the suspension refluxed for 6 hours. Concentration in vacuo provided a dark viscous oil which was suspended in 150 ml of water and crystallized through vigorous scratching. The dark brown solid was then dissolved in methanol, the solution brought to a boil, and charcoal added. After boiling for five minutes, the suspension was filtered through filter paper, cooled and th... The reactants are BrC=1C=C(C=NC1Cl)C(=O)O (5-bromo-6-chloro-3-pyridinecarboxylic acid), N[C@H]1[C@@H](CCCC1)O ((1R,2R)-2-amino-1-cyclohexanol), CC1=CC(=NO1)CO (5-methyl-3-isoxazolemethanol), FC1=CC=C(C=C1)B(O)O ((4-fluoro-phenyl)-boronic acid). Product: FC1=CC=C(C=C1)C=1C(=NC=C(C(=O)N[C@H]2[C@@H](CCCC2)O)C1)OCC1=NOC(=C1)C (5-(4-fluoro-phenyl)-N-((1R,2R)-2-hydroxy-cyclohexyl)-6-(5-methyl-isoxazol-3-ylmethoxy)-nicotinamide). As a reaction SMILES: Br[C:2]1[CH:3]=[C:4]([C:9]([OH:11])=O)[CH:5]=[N:6][C:7]=1Cl.[CH3:12][C:13]1[O:17][N:16]=[C:15]([CH2:18][OH:19])[CH:14]=1.[F:20][C:21]1[CH:26]=[CH:25][C:24](B(O)O)=[CH:23][CH:22]=1.[NH2:30][C@@H:31]1[CH2:36][CH2:35][CH2:34][CH2:33][C@H:32]1[OH:37]>>[F:20][C:21]1[CH:26]=[CH:25][C:24]([C:2]2[C:7]([O:19][CH2:18][C:15]3[CH:14]=[C:13]([CH3:12])[O:17][N:16]=3)=[N:6][CH:5]=[C:4]([CH:3]=2)[C:9]([NH:30][C@@H:31]2[CH2:36][CH2:35][CH2:34][CH2:33][C@H:32]2[OH:37])=[O:11])=[CH:23][CH:22]=1. Procedure details: The title compound was synthesized in analogy to Example 75, using 5-bromo-6-chloro-3-pyridinecarboxylic acid, 5-methyl-3-isoxazolemethanol, (4-fluoro-phenyl)-boronic acid and ((1R,2R)-2-amino-1-cyclohexanol as starting materials to yield 5-(4-fluoro-phenyl)-N-((1R,2R)-2-hydroxy-cyclohexyl)-6-(5-methyl-isoxazol-3-ylmethoxy)-nicotinamide, MS (ISP) 426.1 (M+H)+. Reaction SMILES: C[O:2][C:3]1[CH:8]=[CH:7][C:6]([C:9]2[N:10]([C:23]3[CH:28]=[CH:27][CH:26]=[CH:25][CH:24]=3)[C:11]([C:17]3[CH:22]=[CH:21][CH:20]=[CH:19][CH:18]=3)=[CH:12][C:13](=[O:16])[C:14]=2[CH3:15])=[CH:5][CH:4]=1.B(Br)(Br)Br.O.C(=O)([O-])O.[Na+]>C(Cl)Cl>[OH:2][C:3]1[CH:4]=[CH:5][C:6]([C:9]2[N:10]([C:23]3[CH:24]=[CH:25][CH:26]=[CH:27][CH:28]=3)[C:11]([C:17]3[CH:22]=[CH:21][CH:20]=[CH:19][CH:18]=3)=[CH:12][C:13](=[O:16])[C:14]=2[CH3:15])=[CH:7][CH:8]=1 |f:3.4|. The solvent is C(Cl)Cl (methylene chloride). The reactants are resultant mixture, O (water), solution, COC1=CC=C(C=C1)C=1N(C(=CC(C1C)=O)C1=CC=CC=C1)C1=CC=CC=C1 (2-(4-methoxyphenyl)-3-methyl-1,6-diphenyl-4(1H)-pyridinone), B(Br)(Br)Br (boron tribromide), C(O)([O-])=O.[Na+] (sodium hydrogen carbonate). Reported procedure: To 300 ml of a solution of 18.7 g (0.051 mole) of 2-(4-methoxyphenyl)-3-methyl-1,6-diphenyl-4(1H)-pyridinone in methylene chloride, 25.0 g (0.010 mole) of boron tribromide was added dropwise. After stirring the resultant mixture at room temperature for 15 hours, the reaction mixture was poured into water, followed by neutralization with sodium hydrogen carbonate. Deposited crystals were collected by filtration and washed with aceton, thereby affording 16.9 g of 2-(4-hydroxyphenyl)-3-methyl-1,6-d... Yields the product OC1=CC=C(C=C1)C=1N(C(=CC(C1C)=O)C1=CC=CC=C1)C1=CC=CC=C1 (2-(4-hydroxyphenyl)-3-methyl-1,6-diphenyl-4(1H)-pyridinone). Yield: 93.8%. Reactants: CO (methanol), OC1=C(C(N(C1)CC(=O)N)=O)C1=CC(N(C1)CC(=O)N)=O (1,1',5,5'-tetrahydro-4-hydroxy-2,2'-dioxo-[3,4'-bi-2H-pyrrole]-1,1'-diacetic acid diamide), OCC(N)(CO)CO (tris-(hydroxymethyl)-aminomethane). Reaction conditions: time 12 hour. Product: OC[N+](C)(CO)CO (tris-(hydroxymethyl)-methylammonium), OC1=C(C(N(C1)CC(=O)N)=O)C1=CC(N(C1)CC(=O)N)=O (1,1',5,5'-tetrahydro-4-hydroxy-2,2'-dioxo-[3,4'-bi-2H-pyrrole]-1,1'-diacetic acid diamide). As a reaction SMILES: [OH:1][C:2]1[CH2:6][N:5]([CH2:7][C:8]([NH2:10])=[O:9])[C:4](=[O:11])[C:3]=1[C:12]1[CH2:16][N:15]([CH2:17][C:18]([NH2:20])=[O:19])[C:14](=[O:21])[CH:13]=1.[OH:22][CH2:23]C(CO)(CO)N.C[OH:31]>>[OH:22][CH2:23][N+:15]([CH2:14][OH:21])([CH2:16][OH:31])[CH3:17].[OH:1][C:2]1[CH2:6][N:5]([CH2:7][C:8]([NH2:10])=[O:9])[C:4](=[O:11])[C:3]=1[C:12]1[CH2:16][N:15]([CH2:17][C:18]([NH2:20])=[O:19])[C:14](=[O:21])[CH:13]=1. Procedure: 3.0 g (0.010 mol) of 1,1',5,5'-tetrahydro-4-hydroxy-2,2'-dioxo-[3,4'-bi-2H-pyrrole]-1,1'-diacetic acid diamide are suspended in 70 ml of methanol; 2.4 g of tris-(hydroxymethyl)-aminomethane are added and the whole is stirred at room temperature for 12 hours, during which time the free acid goes into solution and precipitates again in the form of a salt. The resulting precipitate is filtered off, washed with cold methanol and dried under greatly reduced pressure at 60°. The tris-(hydroxymethyl)-m... The reactants are C(C)(C)C1=C(C=C(C(=O)Cl)C=C1)S(N)(=O)=O (4-isopropyl-3-sulfamoylbenzoyl chloride), [N+](=[N-])=C (diazomethane), C(COCCO)O.COC (diethylene glycol dimethyl ether), Cl (hydrochloric acid). The solvent is CCOCC (ether). The product is ClCC(=O)C1=CC(=C(C=C1)C(C)C)S(N)(=O)=O (2-Chloro-4'-isopropyl-3'-sulfamoylacetophenone). RXN SMILES: [CH:1]([C:4]1[CH:12]=[CH:11][C:7]([C:8](Cl)=[O:9])=[CH:6][C:5]=1[S:13](=[O:16])(=[O:15])[NH2:14])([CH3:3])[CH3:2].[N+](=[CH2:19])=[N-].C(O)COCCO.COC.[ClH:30]>CCOCC>[Cl:30][CH2:19][C:8]([C:7]1[CH:11]=[CH:12][C:4]([CH:1]([CH3:3])[CH3:2])=[C:5]([S:13](=[O:16])(=[O:15])[NH2:14])[CH:6]=1)=[O:9] |f:2.3|. Reported procedure: 13.5 g of 4-isopropyl-3-sulfamoylbenzoyl chloride were reacted as prescribed in Example 66b) with diazomethane in ether, the 4'-isopropyl-3'-sulfamoyldiazoacetophenone remaining in solution without precipitating as crystals. The solution so obtained was allowed to flow into a mixture of 200 ml of diethylene glycol-dimethyl ether and 100 ml of concentrated hydrochloric acid while stirring and cooling with ice, whereafter the solvent was largely distilled off under reduced pressure. To the oily re... Starting materials: CC(=O)OC(C)=O, CC1(O)CCCCC1C1CCCCC1, CC(=O)Cl, CN(C)c1ccccc1. The product is CC(=O)OC1(C)CCCCC1C1CCCCC1. As a reaction SMILES: [C:5]([O:6][C:7](=[O:8])[CH3:9])(=[O:10])[CH3:11].[CH3:12][C:13]1([OH:25])[CH:14]([CH:19]2[CH2:20][CH2:21][CH2:22][CH2:23][CH2:24]2)[CH2:15][CH2:16][CH2:17][CH2:18]1.[CH3:1][C:2]([Cl:3])=[O:4].[CH3:26][N:27]([c:28]1[cH:29][cH:30][cH:31][cH:32][cH:33]1)[CH3:34]>>[CH3:1][C:2](=[O:4])[O:25][C:13]1([CH3:12])[CH:14]([CH:19]2[CH2:20][CH2:21][CH2:22][CH2:23][CH2:24]2)[CH2:15][CH2:16][CH2:17][CH2:18]1. The reactants are CC(=O)O (HOAc), Cl.COC1CNC1 (3-Azetidinyl methyl ether hydrochloride), [O-][N+]1=NC(=NC2=C1C=C1CCCC1=C2)CCC=O (3-(1-oxido-7,8-dihydro-6H-indeno[5,6-e][1,2,4]triazin-3-yl)propanal), [BH3-]C#N.[Na+] (NaCNBH3). Solvent: CO (MeOH). Reaction conditions: time 30 minute. Product: COC1CN(C1)CCCC=1N=[N+](C2=C(N1)C=C1CCCC1=C2)[O-] (3-[3-(3-Methoxy-1-azetidinyl)propyl]-7,8-dihydro-6H-indeno[5,6-e][1,2,4]triazine 1-Oxide). The yield is 60.4%. RXN SMILES: Cl.[CH3:2][O:3][CH:4]1[CH2:7][NH:6][CH2:5]1.[O-:8][N+:9]1[C:14]2[CH:15]=[C:16]3[C:20](=[CH:21][C:13]=2[N:12]=[C:11]([CH2:22][CH2:23][CH:24]=O)[N:10]=1)[CH2:19][CH2:18][CH2:17]3.[BH3-]C#N.[Na+].CC(O)=O>CO>[CH3:2][O:3][CH:4]1[CH2:7][N:6]([CH2:24][CH2:23][CH2:22][C:11]2[N:10]=[N+:9]([O-:8])[C:14]3[CH:15]=[C:16]4[C:20]([CH2:19][CH2:18][CH2:17]4)=[CH:21][C:13]=3[N:12]=2)[CH2:5]1 |f:0.1,3.4|. Reported procedure: 3-Azetidinyl methyl ether hydrochloride (275) (MacKenzie et al., PCT Int Appl. WO 9605193, 1996) (0.60 g, 4.9 mmol) was added to a stirred solution of propanal 75 (1.2 g, 4.9 mmol) in MeOH (100 mL) at 0° C. and the solution stirred for 30 min. NaCNBH3 (1.5 g, 24 mmol) was added and the solution stirred at 0° C. for 30 min and then HOAc (2 mL) was added and the mixture was stirred at 20° C. for 16 h. The solvent was evaporated and the residue was partitioned between DCM (200 mL) and water (200 mL... Starting materials: FC1=C(C=CC(=C1)I)NC1=C(C(=O)O)C=CN=C1 (3-[(2-fluoro-4-iodophenyl)amino]isonicotinic acid), FC1=C(C=CC(=C1)I)NC1=C(C(=O)O)C=CN=C1 (3-[(2-fluoro-4-iodophenyl)amino]isonicotinic acid), C(C)(C)(C)OC(NC1CCNCC1)=O (piperidin-4-yl-carbamic acid tert-butyl ester). Yields the product C(C)(C)(C)OC(NC1CCN(CC1)C(C1=C(C=NC=C1)NC1=C(C=C(C=C1)I)F)=O)=O (tert-butyl(1-{3-[(2-fluoro-4-iodophenyl)amino]isonicotinoyl}piperidin-4-yl)carbamate). As a reaction SMILES: [F:1][C:2]1[CH:7]=[C:6]([I:8])[CH:5]=[CH:4][C:3]=1[NH:9][C:10]1[CH:18]=[N:17][CH:16]=[CH:15][C:11]=1[C:12]([OH:14])=O.[C:19]([O:23][C:24](=[O:32])[NH:25][CH:26]1[CH2:31][CH2:30][NH:29][CH2:28][CH2:27]1)([CH3:22])([CH3:21])[CH3:20]>>[C:19]([O:23][C:24](=[O:32])[NH:25][CH:26]1[CH2:31][CH2:30][N:29]([C:12](=[O:14])[C:11]2[CH:15]=[CH:16][N:17]=[CH:18][C:10]=2[NH:9][C:3]2[CH:4]=[CH:5][C:6]([I:8])=[CH:7][C:2]=2[F:1])[CH2:28][CH2:27]1)([CH3:22])([CH3:20])[CH3:21]. Procedure: tert-butyl(1-{3-[(2-fluoro-4-iodophenyl)amino]isonicotinoyl}piperidin-4-yl)carbamate was synthesized according to the procedure for General Method 1, outlined above, starting with 2.4 mmol of 3-[(2-fluoro-4-iodophenyl)amino]isonicotinic acid (intermediate 1) and 4.0 mmol of piperidin-4-yl-carbamic acid tert-butyl ester. LC/MS [9.47 min; 541 (M+1)]